Dataset: the Open Reaction Database (ORD), a public repository of structured organic reaction records. Task: describe an organic reaction: reactants, conditions, products, and yield Starting materials: COC(=O)C1=CC2=C(S1)C=C(C=C2)[N+](=O)[O-] (6-nitro-benzo[b]thiophene-2-carboxylic acid methyl ester). The reagents and catalysts are [Pd] (Pd/C). Run in CN(C)C=O (DMF). Run at time 4 day. Product: COC(=O)C1=CC2=C(S1)C=C(C=C2)N (6-Amino-benzo[b]thiophene-2-carboxylic acid methyl ester). As a reaction SMILES: [CH3:1][O:2][C:3]([C:5]1[S:9][C:8]2[CH:10]=[C:11]([N+:14]([O-])=O)[CH:12]=[CH:13][C:7]=2[CH:6]=1)=[O:4]>CN(C=O)C.[Pd]>[CH3:1][O:2][C:3]([C:5]1[S:9][C:8]2[CH:10]=[C:11]([NH2:14])[CH:12]=[CH:13][C:7]=2[CH:6]=1)=[O:4]. Procedure: To a stirring solution of 6-nitro-benzo[b]thiophene-2-carboxylic acid methyl ester (3.9 g, 15.8 mmol) in DMF (120 mL) was added 10% Pd/C (700 mg, 10 wt %). The reaction was charged with H2, degassed and refilled with hydrogen three times. The slurry was stirred at RT for 4 days at balloon pressure, then filtered through a plug of Celite, and solvent was removed under reduced pressure. The solid was washed with EtOAc, and filtered to yield the desired amine. 1H NMR (CDCl3) δ 7.92 (s, 1H), 7.65 (d... Reactants: COCN(c1cc(Cl)cnc1C(=O)c1cc(C)ccc1Cl)S(=O)(=O)c1ccc(Cl)c(C(F)(F)F)c1, Cl, C1COCCO1, O. Yields the product Cc1ccc(Cl)c(C(=O)c2ncc(Cl)cc2NS(=O)(=O)c2ccc(Cl)c(C(F)(F)F)c2)c1. Reaction SMILES: [Cl:1][c:2]1[c:3]([C:32]([F:33])([F:34])[F:35])[cH:4][c:5]([S:8](=[O:9])(=[O:10])[N:11]([CH2:12][O:13][CH3:14])[c:15]2[c:16]([C:22]([c:23]3[c:24]([Cl:30])[cH:25][cH:26][c:27]([CH3:29])[cH:28]3)=[O:31])[n:17][cH:18][c:19]([Cl:21])[cH:20]2)[cH:6][cH:7]1.[ClH:37].[O:38]1[CH2:39][CH2:40][O:41][CH2:42][CH2:43]1.[OH2:36]>>[Cl:1][c:2]1[c:3]([C:32]([F:33])([F:34])[F:35])[cH:4][c:5]([S:8](=[O:9])(=[O:10])[NH:11][c:15]2[c:16]([C:22]([c:23]3[c:24]([Cl:30])[cH:25][cH:26][c:27]([CH3:29])[cH:28]3)=[O:31])[n:17][cH:18][c:19]([Cl:21])[cH:20]2)[cH:6][cH:7]1. Starting materials: CC(C)(C#N)N=NC(C)(C)C#N (Vazo), C(C(=C)C)(=O)OC1(C2CC3CC(CC1C3)C2)C (2-methyl-2-adamantyl methacrylate), O=C1OCCC1OC(C(=C)C)=O (2-methyl-acrylic acid 2-oxo-tetrahydro-furan-3-yl ester), C(C=C)(=O)OC(C1=CC=CC2=CC=CC=C12)O (hydroxynaphthylmethyl acrylate), 4-((2,2-difluoro-3-(methacryloyloxy)propanoyl)oxy)phenyl, FC(C(C(C(F)(F)F)(F)F)(F)F)(S(=O)(=O)[O-])F.C1(=CC=CC=C1)[SH+]C1=CC=CC=C1 (diphenylsulfonium perfluorobutanesulfonate). Solvent: C(C)#N.O1CCCC1 (acetonitrile tetrahydrofuran). Reaction conditions: time 2 hour. The product is FC(C(C(C(F)(F)F)(F)F)(F)F)(S(=O)(=O)[O-])F.FC(C(=O)OC1=CC=C(C=C1)[S+](C1=CC=CC=C1)C1=CC=CC=C1)(COC(C(=C)C)=O)F ((4-((2,2-Difluoro-3-(methacryloyloxy)propanoyl)oxy)phenyl)diphenylsulfonium perfluorobutanesulfonate). Reaction SMILES: CC(N=NC(C#N)(C)C)(C#N)C.C([O:18][C:19]1(C)[CH:26]2CC3C[CH:24]([CH2:28][CH:20]1C3)[CH2:25]2)(=O)C(C)=C.O=C1C([O:36][C:37](=[O:41])[C:38]([CH3:40])=[CH2:39])CCO1.C(OC(O)C1C2C(=CC=CC=2)C=CC=1)(=[O:45])C=C.[F:59][C:60]([F:75])([S:71]([O-:74])(=[O:73])=[O:72])[C:61]([F:70])([F:69])[C:62]([F:68])([F:67])[C:63]([F:66])([F:65])[F:64].[C:76]1([SH+:82][C:83]2[CH:88]=[CH:87][CH:86]=[CH:85][CH:84]=2)[CH:81]=[CH:80][CH:79]=[CH:78][CH:77]=1>C(#N)C.O1CCCC1>[F:75][C:60]([F:59])([S:71]([O-:74])(=[O:73])=[O:72])[C:61]([F:69])([F:70])[C:62]([F:68])([F:67])[C:63]([F:66])([F:65])[F:64].[F:68][C:62]([F:67])([CH2:61][O:36][C:37](=[O:41])[C:38]([CH3:40])=[CH2:39])[C:63]([O:18][C:19]1[CH:20]=[CH:28][C:24]([S+:82]([C:76]2[CH:77]=[CH:78][CH:79]=[CH:80][CH:81]=2)[C:83]2[CH:84]=[CH:85][CH:86]=[CH:87][CH:88]=2)=[CH:25][CH:26]=1)=[O:45] |f:4.5,6.7,8.9|. Procedure details: 20.0 mmol of Vazo® 52 low-temperature polymerization initiator (E. I. du Pont de Nemours and Company) is added to a solution of 35.7 g (152.3 mmol) 2-methyl-2-adamantyl methacrylate, 25.9 g (152.3 mmol) 2-methyl-acrylic acid 2-oxo-tetrahydro-furan-3-yl ester, 17.4 g (76.2 mmol) hydroxynaphthylmethyl acrylate and 15.1 g (20.0 mmol) of the 4-((2,2-difluoro-3-(methacryloyloxy)propanoyl)oxy)phenyl)diphenylsulfonium perfluorobutanesulfonate in a 100 g acetonitrile:tetrahydrofuran 2:1 mixture. The mon... Reactants: intermediate 66, [Na] (sodium), BrC1=CC=C(C=C1)C(C)=O (1-(4-bromophenyl)ethanone), C(C(=O)OCC)(=O)OCC (diethyl ethanedioate). The product is BrC1=CC=C(C=C1)C(CC(C(=O)OCC)=O)=O (Ethyl 4-(4-bromophenyl)-2,4-dioxobutanoate). RXN SMILES: [Na].[Br:2][C:3]1[CH:8]=[CH:7][C:6]([C:9](=[O:11])[CH3:10])=[CH:5][CH:4]=1.[C:12](OCC)(=[O:18])[C:13]([O:15][CH2:16][CH3:17])=[O:14]>>[Br:2][C:3]1[CH:8]=[CH:7][C:6]([C:9](=[O:11])[CH2:10][C:12](=[O:18])[C:13]([O:15][CH2:16][CH3:17])=[O:14])=[CH:5][CH:4]=1 |^1:0|. Procedure details: The title compound was prepared in the same manner as for intermediate 66 using sodium metal (0.404 g, 17.58 mmol), 1-(4-bromophenyl)ethanone (3.5 g, 17.58 mmol), and diethyl ethanedioate (2.384 mL, 17.58 mmol). The product was collected as 5.1 g (97%). LCMS E-S (M+H)=299.1. 1H NMR (400 MHz, DMSO-d6) δ ppm 1.22-1.37 (m, 3H), 4.25 (d, J=6.57 Hz, 2H), 7.72 (m, 2H), 7.92 (m, 2H).